This data is from the Open Reaction Database (ORD), a public repository of structured organic reaction records. The task is: describe an organic reaction: reactants, conditions, products, and yield Starting materials: O=C(Nc1cccc(C2CCN(CCC(O)c3ccccc3)CC2)c1)C1CC1, CC(=O)c1cccc(O)c1. The product is CC(=O)c1cccc(OC(CCN2CCC(c3cccc(NC(=O)C4CC4)c3)CC2)c2ccccc2)c1. RXN SMILES: [OH:11][CH:12]([CH2:13][CH2:14][N:15]1[CH2:16][CH2:17][CH:18]([c:21]2[cH:22][c:23]([NH:27][C:28](=[O:29])[CH:30]3[CH2:31][CH2:32]3)[cH:24][cH:25][cH:26]2)[CH2:19][CH2:20]1)[c:33]1[cH:34][cH:35][cH:36][cH:37][cH:38]1.[OH:1][c:2]1[cH:3][c:4]([C:8]([CH3:9])=[O:10])[cH:5][cH:6][cH:7]1>>[O:1]([c:2]1[cH:3][c:4]([C:8]([CH3:9])=[O:10])[cH:5][cH:6][cH:7]1)[CH:12]([CH2:13][CH2:14][N:15]1[CH2:16][CH2:17][CH:18]([c:21]2[cH:22][c:23]([NH:27][C:28](=[O:29])[CH:30]3[CH2:31][CH2:32]3)[cH:24][cH:25][cH:26]2)[CH2:19][CH2:20]1)[c:33]1[cH:34][cH:35][cH:36][cH:37][cH:38]1.